This data is from the Open Reaction Database (ORD), a public repository of structured organic reaction records. The task is: describe an organic reaction: reactants, conditions, products, and yield Starting materials: CC(C)(C)OC(=O)Cn1ccc2ccc(O)cc21, CCCCP(CCCC)CCCC, Cn1nc(-c2ccc(Cl)cc2)cc1CO. Yields the product Cn1nc(-c2ccc(Cl)cc2)cc1COc1ccc2ccn(CC(=O)OC(C)(C)C)c2c1. As a reaction SMILES: [C:1]([CH3:2])([CH3:3])([CH3:4])[O:5][C:6]([CH2:7][n:8]1[cH:9][cH:10][c:11]2[cH:12][cH:13][c:14]([OH:17])[cH:15][c:16]12)=[O:18].[CH2:34]([P:35]([CH2:36][CH2:37][CH2:38][CH3:39])[CH2:40][CH2:41][CH2:42][CH3:43])[CH2:44][CH2:45][CH3:46].[Cl:19][c:20]1[cH:21][cH:22][c:23](-[c:26]2[cH:27][c:28]([CH2:32][OH:33])[n:29]([CH3:31])[n:30]2)[cH:24][cH:25]1>>[C:1]([CH3:2])([CH3:3])([CH3:4])[O:5][C:6]([CH2:7][n:8]1[cH:9][cH:10][c:11]2[cH:12][cH:13][c:14]([O:17][CH2:32][c:28]3[cH:27][c:26](-[c:23]4[cH:22][cH:21][c:20]([Cl:19])[cH:25][cH:24]4)[n:30][n:29]3[CH3:31])[cH:15][c:16]12)=[O:18]. Reactants: C1(CC1)N(S(=O)(=O)C=1C=C(C(=O)NC=2SC3=C(C2C(=O)NC2=CC=C(C=C2)CCC2=CC=C(C(=O)OC)C=C2)CCCC3)C=CC1)CCCCC(=O)OC (methyl 4-{2-[4-({[2-({3-[cyclopropyl(5-methoxy-5-oxopentyl)sulfamoyl]benzoyl}amino)-4,5,6,7-tetrahydro-1-benzothiophen-3-yl]carbonyl}amino)phenyl]ethyl}benzoate), [OH-].[Na+] (sodium hydroxide). Solvent: C(C)O (ethanol). The product is C(=O)(O)CCCCN(S(=O)(=O)C=1C=C(C(=O)NC=2SC3=C(C2C(=O)NC2=CC=C(C=C2)CCC2=CC=C(C(=O)O)C=C2)CCCC3)C=CC1)C1CC1 (4-{2-[4-({[2-({3-[(4-carboxybutyl)(cyclopropyl)sulfamoyl]benzoyl}amino)-4,5,6,7-tetrahydro-1-benzothiophen-3-yl]carbonyl}amino)phenyl]ethyl}benzoic acid). Isolated yield 81.3%. RXN SMILES: [CH:1]1([N:4]([CH2:47][CH2:48][CH2:49][CH2:50][C:51]([O:53]C)=[O:52])[S:5]([C:8]2[CH:9]=[C:10]([CH:44]=[CH:45][CH:46]=2)[C:11]([NH:13][C:14]2[S:15][C:16]3[CH2:43][CH2:42][CH2:41][CH2:40][C:17]=3[C:18]=2[C:19]([NH:21][C:22]2[CH:27]=[CH:26][C:25]([CH2:28][CH2:29][C:30]3[CH:39]=[CH:38][C:33]([C:34]([O:36]C)=[O:35])=[CH:32][CH:31]=3)=[CH:24][CH:23]=2)=[O:20])=[O:12])(=[O:7])=[O:6])[CH2:3][CH2:2]1.[OH-].[Na+]>C(O)C>[C:51]([CH2:50][CH2:49][CH2:48][CH2:47][N:4]([CH:1]1[CH2:2][CH2:3]1)[S:5]([C:8]1[CH:9]=[C:10]([CH:44]=[CH:45][CH:46]=1)[C:11]([NH:13][C:14]1[S:15][C:16]2[CH2:43][CH2:42][CH2:41][CH2:40][C:17]=2[C:18]=1[C:19]([NH:21][C:22]1[CH:27]=[CH:26][C:25]([CH2:28][CH2:29][C:30]2[CH:31]=[CH:32][C:33]([C:34]([OH:36])=[O:35])=[CH:38][CH:39]=2)=[CH:24][CH:23]=1)=[O:20])=[O:12])(=[O:6])=[O:7])([OH:53])=[O:52] |f:1.2|. Procedure details: A mixture of 208 mg of methyl 4-{2-[4-({[2-({3-[cyclopropyl(5-methoxy-5-oxopentyl)sulfamoyl]benzoyl}amino)-4,5,6,7-tetrahydro-1-benzothiophen-3-yl]carbonyl}amino)phenyl]ethyl}benzoate, 1.5 mL of a 1.0 M aqueous sodium hydroxide solution, and 2.1 mL of ethanol was heated and refluxed overnight. The reaction mixture was concentrated under reduced pressure, and then to the obtained residue were added water, 300 mg of citric acid, dichloromethane, and THF in this order, and the organic layer was sep... Starting materials: ClC=1C(=NC=CN1)C#N (3-chloropyrazine-2-carbonitrile), C([O-])([O-])=O.[Na+].[Na+] (sodium carbonate), C(C)OC(CS)=O (ethyl-2-mercaptoacetate). Solvent: C(C)O (ethanol). Run at time 30 minute. Yields the product NC1=C(SC2=NC=CN=C21)C(=O)OCC (Ethyl 7-aminothieno[2,3-b]pyrazine-6-carboxylate). Isolated yield 68.6%. As a reaction SMILES: Cl[C:2]1[C:3]([C:8]#[N:9])=[N:4][CH:5]=[CH:6][N:7]=1.C(=O)([O-])[O-].[Na+].[Na+].[CH2:16]([O:18][C:19](=[O:22])[CH2:20][SH:21])[CH3:17]>C(O)C>[NH2:9][C:8]1[C:3]2[C:2](=[N:7][CH:6]=[CH:5][N:4]=2)[S:21][C:20]=1[C:19]([O:18][CH2:16][CH3:17])=[O:22] |f:1.2.3|. Procedure: A mixture of 3-chloropyrazine-2-carbonitrile (17.9 g, 128 mmol), sodium carbonate (17.7 g, 167 mmol) and ethyl-2-mercaptoacetate (18.4 mL, 167 mmol) in ethanol (120 mL) was heated to reflux for 4.5 h. Quenched with water (1.5 L) and stirred for 30 min. The resulting precipitate was collected and washed with water. The residue was dissolved in diethyl ether and a black precipitate was filtrated off. Ether was evaporated to give pure compound ethyl 7-aminothieno[2,3-b]pyrazine-6-carboxylate 7 (19.... Product: FC1=C(C=C(C=C1)NC(CC=1NC(C=C(N1)N1CCOCC1)=O)=O)COC (N-[4-fluoro-3-(methoxymethyl)phenyl]-2-[4-(morpholin-4-yl)-6-oxo-1,6-dihydropyrimidin-2-yl]acetamide). The reactants are N1(CCOCC1)C=1N=C(NC(C1)=O)CC(=O)[O-].[Na+] (sodium [4-(morpholin-4-yl)-6-oxo-1,6-dihydropyrimidin-2-yl]acetate), FC1=C(C=C(N)C=C1)COC (4-fluoro-3-(methoxymethyl)aniline), FC1=C(N)C=CC(=C1)F (2,4-difluoroaniline). Procedure: The product is prepared according to the procedure described in example 5, using 250 mg of sodium [4-(morpholin-4-yl)-6-oxo-1,6-dihydropyrimidin-2-yl]acetate and 900 mg of 4-fluoro-3-(methoxymethyl)aniline prepared previously, in place of the 2,4-difluoroaniline. 168 mg of N-[4-fluoro-3-(methoxymethyl)phenyl]-2-[4-(morpholin-4-yl)-6-oxo-1,6-dihydropyrimidin-2-yl]acetamide are obtained in the form of a white solid, the characteristics of which are the following: The yield is 46.6%. As a reaction SMILES: [N:1]1([C:7]2[N:8]=[C:9]([CH2:14][C:15]([O-:17])=O)[NH:10][C:11](=[O:13])[CH:12]=2)[CH2:6][CH2:5][O:4][CH2:3][CH2:2]1.[Na+].[F:19][C:20]1[CH:26]=[CH:25][C:23]([NH2:24])=[CH:22][C:21]=1[CH2:27][O:28][CH3:29].FC1C=C(F)C=CC=1N>>[F:19][C:20]1[CH:26]=[CH:25][C:23]([NH:24][C:15](=[O:17])[CH2:14][C:9]2[NH:10][C:11](=[O:13])[CH:12]=[C:7]([N:1]3[CH2:2][CH2:3][O:4][CH2:5][CH2:6]3)[N:8]=2)=[CH:22][C:21]=1[CH2:27][O:28][CH3:29] |f:0.1|.